Dataset: the Open Reaction Database (ORD), a public repository of structured organic reaction records. Task: describe an organic reaction: reactants, conditions, products, and yield Starting materials: ClC1=CC(=NC(=C1)C1=CC=C(C=C1)C1=CC=C(C=C1)F)C(=O)OC (methyl 4-chloro-6-(4′-fluoro-[1,1′-biphenyl]-4-yl)picolinate), ClC1=CC(=NC(=C1)C1=CC=C(C=C1)C1=CC=C(C=C1)F)C(=O)OC (methyl 4-chloro-6-(4′-fluoro-[1,1′-biphenyl]-4-yl)picolinate), C(=C)B1OC(C)(C)C(C)(C)O1 (vinyl boronic acid pinacol ester), [F-].C(CCC)[N+](CCCC)(CCCC)CCCC (tetrabutylammonium fluoride). The reagents and catalysts are C1=CC=C(C=C1)P([C-]2C=CC=C2)C3=CC=CC=C3.C1=CC=C(C=C1)P([C-]2C=CC=C2)C3=CC=CC=C3.Cl[Pd]Cl.[Fe+2] (Pd(dppf)Cl2). Run at temperature 60 celsius. The product is FC1=CC=C(C=C1)C1=CC=C(C=C1)C1=CC(=CC(=N1)C(=O)OC)C=C (methyl 6-(4′-fluoro-[1,1′-biphenyl]-4-yl)-4-vinylpicolinate). Yield: 216.9%. Reaction SMILES: Cl[C:2]1[CH:7]=[C:6]([C:8]2[CH:13]=[CH:12][C:11]([C:14]3[CH:19]=[CH:18][C:17]([F:20])=[CH:16][CH:15]=3)=[CH:10][CH:9]=2)[N:5]=[C:4]([C:21]([O:23][CH3:24])=[O:22])[CH:3]=1.[CH:25](B1OC(C)(C)C(C)(C)O1)=[CH2:26].[F-].C([N+](CCCC)(CCCC)CCCC)CCC>C1C=CC(P(C2C=CC=CC=2)[C-]2C=CC=C2)=CC=1.C1C=CC(P(C2C=CC=CC=2)[C-]2C=CC=C2)=CC=1.Cl[Pd]Cl.[Fe+2]>[F:20][C:17]1[CH:18]=[CH:19][C:14]([C:11]2[CH:12]=[CH:13][C:8]([C:6]3[N:5]=[C:4]([C:21]([O:23][CH3:24])=[O:22])[CH:3]=[C:2]([CH:25]=[CH2:26])[CH:7]=3)=[CH:9][CH:10]=2)=[CH:15][CH:16]=1 |f:2.3,4.5.6.7|. Procedure details: To THF (16 mL) degassed by purging argon was added methyl 4-chloro-6-(4′-fluoro-[1,1′-biphenyl]-4-yl)picolinate (compound II, 800 mg, 0.83 mmol), vinyl boronic acid pinacol ester (360 mg, 2.9 mmol), and tetrabutylammonium fluoride (1M in THF, 4.68 mL), and the reaction mixture was degassed. Pd(dppf)Cl2 (85.6 mg, 0.04 mmol) was added and the reaction was degassed for an additional 15 minutes. The reaction mixture was heated at 60° C. in an oil bath for overnight. TLC (silica gel, 4/1 heptane/ethy... The reactants are ClCCC1CN(C(N2C1=NC1=C2C=CC=C1)=O)C (4-(2-chloroethyl)-3,4-dihydro-2-methylpyrimido[1,6-a]benzimidazole-1(2H)-one), COC1=C(C=CC=C1)N1CCNCC1 (1-(2-methoxyphenyl)piperazine), C(=O)(O)[O-].[Na+] (NaHCO3), CN(C)C=O (DMF). Solvent: O (H2O). The product is C(\C=C\C(=O)O)(=O)O.COC1=C(C=CC=C1)N1CCN(CC1)CCC1CN(C(N2C1=NC1=C2C=CC=C1)=O)C (3,4-Dihydro-4-[2-[4-(2-methoxyphenyl)-1-piperazinyl]ethyl]-2-methylpyrimido[1,6-a]benzimidazol-1(2H)-one (E)-2-butendioate). Yield: 92.1%. As a reaction SMILES: Cl[CH2:2][CH2:3][CH:4]1[C:9]2=[N:10][C:11]3[CH:16]=[CH:15][CH:14]=[CH:13][C:12]=3[N:8]2[C:7](=[O:17])[N:6]([CH3:18])[CH2:5]1.[CH3:19][O:20][C:21]1[CH:26]=[CH:25][CH:24]=[CH:23][C:22]=1[N:27]1[CH2:32][CH2:31][NH:30][CH2:29][CH2:28]1.[C:33]([O-:36])([OH:35])=O.[Na+].CN(C=O)C>O>[C:21]([OH:20])(=[O:17])/[CH:22]=[CH:23]/[C:33]([OH:36])=[O:35].[CH3:19][O:20][C:21]1[CH:26]=[CH:25][CH:24]=[CH:23][C:22]=1[N:27]1[CH2:32][CH2:31][N:30]([CH2:2][CH2:3][CH:4]2[C:9]3=[N:10][C:11]4[CH:16]=[CH:15][CH:14]=[CH:13][C:12]=4[N:8]3[C:7](=[O:17])[N:6]([CH3:18])[CH2:5]2)[CH2:29][CH2:28]1 |f:2.3,6.7|. Reported procedure: A mixture of 4.0 g (0.015 mol) of 4-(2-chloroethyl)-3,4-dihydro-2-methylpyrimido[1,6-a]benzimidazole-1(2H)-one, 2.93 g (0.015 mol) of 1-(2-methoxyphenyl)piperazine, 9 g of NaHCO3, 0.5 g of Kl, and 30 mL of DMF was heated on a steam cone for 18 h. The reaction mixture was poured into 400 mL of H2O and extracted with 2×100 mL CH2Cl2. The combined organic layers were dried (Na2SO4), filtered and concentrated by rotary evaporation. The resulting oil was purified by preparative HPLC eluting with acet... The product is COC(=O)Cc1cccc(-c2cc(C(C)C)cc3cccnc23)c1. Reactants: CC(C)c1cc(Br)c2ncccc2c1, O=C([O-])[O-], COC(=O)Cc1cccc(B2OC(C)(C)C(C)(C)O2)c1, CCOC(C)=O, [Na+], [Na+], CN(C)C=O, O, c1ccc(P(c2ccccc2)(c2ccccc2)[Pd](P(c2ccccc2)(c2ccccc2)c2ccccc2)(P(c2ccccc2)(c2ccccc2)c2ccccc2)P(c2ccccc2)(c2ccccc2)c2ccccc2)cc1. As a reaction SMILES: [Br:21][c:22]1[cH:23][c:24]([CH:32]([CH3:33])[CH3:34])[cH:25][c:26]2[cH:27][cH:28][cH:29][n:30][c:31]12.[C:35](=[O:36])([O-:37])[O-:38].[CH3:1][O:2][C:3]([CH2:4][c:5]1[cH:6][c:7]([B:11]2[O:12][C:13]([CH3:14])([CH3:15])[C:16]([CH3:17])([CH3:18])[O:19]2)[cH:8][cH:9][cH:10]1)=[O:20].[CH3:47][CH2:48][O:49][C:50](=[O:51])[CH3:52].[Na+:39].[Na+:40].[O:41]=[CH:42][N:43]([CH3:44])[CH3:45].[OH2:46].[cH:53]1[cH:54][cH:55][c:56]([P:57]([Pd:58]([P:59]([c:60]2[cH:61][cH:62][cH:63][cH:64][cH:65]2)([c:66]2[cH:67][cH:68][cH:69][cH:70][cH:71]2)[c:72]2[cH:73][cH:74][cH:75][cH:76][cH:77]2)([P:78]([c:79]2[cH:80][cH:81][cH:82][cH:83][cH:84]2)([c:85]2[cH:86][cH:87][cH:88][cH:89][cH:90]2)[c:91]2[cH:92][cH:93][cH:94][cH:95][cH:96]2)[P:97]([c:98]2[cH:99][cH:100][cH:101][cH:102][cH:103]2)([c:104]2[cH:105][cH:106][cH:107][cH:108][cH:109]2)[c:110]2[cH:111][cH:112][cH:113][cH:114][cH:115]2)([c:116]2[cH:117][cH:118][cH:119][cH:120][cH:121]2)[c:122]2[cH:123][cH:124][cH:125][cH:126][cH:127]2)[cH:128][cH:129]1>>[CH3:1][O:2][C:3]([CH2:4][c:5]1[cH:6][c:7](-[c:22]2[cH:23][c:24]([CH:32]([CH3:33])[CH3:34])[cH:25][c:26]3[cH:27][cH:28][cH:29][n:30][c:31]23)[cH:8][cH:9][cH:10]1)=[O:20]. Run in C(Cl)Cl (CH2Cl2). Reagents/catalysts: CN(C)C=1C=CN=CC1 (DMAP). Reactants: C1(=CC=CC2=CC=CC=C12)\C=C/1\C(C#CCCCCC#C1)O ((E)-4-(1′-Naphthylmethylidene)cyclodeca-1,5-diyn-3-ol), C1CCC(CC1)N=C=NC2CCCCC2 (DCC), COC1=C(C(=O)O)C=C(C=C1)OC (2,5-dimethoxybenzoic acid). Yields the product C1(=CC=CC2=CC=CC=C12)\C=C/1\C(C#CCCCCC#C1)OC(C1=C(C=CC(=C1)OC)OC)=O ((E)4-(1′-Naphthylmethylidene)-3-((2″,5″-dimethoxybenzoyl)oxy)cyclodeca-1,5-diyne). Reaction conditions: time 24 hour. RXN SMILES: [C:1]1(/[CH:11]=[C:12]2/[CH:13]([OH:22])[C:14]#[C:15][CH2:16][CH2:17][CH2:18][CH2:19][C:20]#[C:21]/2)[C:10]2[C:5](=[CH:6][CH:7]=[CH:8][CH:9]=2)[CH:4]=[CH:3][CH:2]=1.C1CCC(N=C=NC2CCCCC2)CC1.[CH3:38][O:39][C:40]1[CH:48]=[CH:47][C:46]([O:49][CH3:50])=[CH:45][C:41]=1[C:42](O)=[O:43]>CN(C1C=CN=CC=1)C.C(Cl)Cl>[C:1]1(/[CH:11]=[C:12]2/[CH:13]([O:22][C:42](=[O:43])[C:41]3[CH:45]=[C:46]([O:49][CH3:50])[CH:47]=[CH:48][C:40]=3[O:39][CH3:38])[C:14]#[C:15][CH2:16][CH2:17][CH2:18][CH2:19][C:20]#[C:21]/2)[C:10]2[C:5](=[CH:6][CH:7]=[CH:8][CH:9]=2)[CH:4]=[CH:3][CH:2]=1. Procedure details: To a solution of Compound 20b (18.6 mg, 6.50×10−2 mmol), DCC (13.4 mg, 6.50×1031 2 mmol), and DMAP (15.8 mg, 0.13 mmol) in dry CH2Cl2 (4 mL) cooled in an ice-water bath was added 2,5-dimethoxybenzoic acid (17.8 mg, 9.76×10−2 mmol) followed by stirring at room temperature for 24 hours. The reaction mixture was filtered through a short plug of Celite with rinsing by EtOAc. The filtrate was concentrated under reduced pressure and the residue was purified by flash column chromatography (silica gel, ... The yield is 74.1%. Reactants: C(C)OC(=O)C(CCC1=CC=CC=C1)NC(C(=O)OCC)CCC1=C(C=CC=C1)NCC(=O)OCC (ethyl 2-(1-ethoxycarbonyl-3-phenylpropylamino)-4-[o-(ethoxycarbonylmethylamino)phenyl]butyrate), C[O-].[Na+] (sodium methoxide). The solvent is CO (methanol), CO (methanol). Product: C(C)OC(=O)CN1C(C(CCC2=C1C=CC=C2)NC(CCC2=CC=CC=C2)C(=O)OCC)=O (1-ethoxycarbonylmethyl-3-(1-ethoxycarbonyl-3-phenylpropylamino)-2,3,4,5-tetrahydro-1H-[1]benzazepin-2-one). RXN SMILES: [CH2:1]([O:3][C:4]([CH:6]([NH:15][CH:16]([CH2:22][CH2:23][C:24]1[CH:29]=[CH:28][CH:27]=[CH:26][C:25]=1[NH:30][CH2:31][C:32]([O:34][CH2:35][CH3:36])=[O:33])[C:17](OCC)=[O:18])[CH2:7][CH2:8][C:9]1[CH:14]=[CH:13][CH:12]=[CH:11][CH:10]=1)=[O:5])[CH3:2].C[O-].[Na+]>CO>[CH2:35]([O:34][C:32]([CH2:31][N:30]1[C:25]2[CH:26]=[CH:27][CH:28]=[CH:29][C:24]=2[CH2:23][CH2:22][CH:16]([NH:15][CH:6]([C:4]([O:3][CH2:1][CH3:2])=[O:5])[CH2:7][CH2:8][C:9]2[CH:10]=[CH:11][CH:12]=[CH:13][CH:14]=2)[C:17]1=[O:18])=[O:33])[CH3:36] |f:1.2|. Procedure: A solution of ethyl 2-(1-ethoxycarbonyl-3-phenylpropylamino)-4-[o-(ethoxycarbonylmethylamino)phenyl]butyrate (5.6 g) in methanol (100 ml) is added to a solution of sodium methoxide in methanol [prepared from sodium (0.25 g) and methanol (50 ml)] with stirring under a nitrogen atmosphere. The reaction mixture is refluxed for 65 hours, then evaporated under reduced pressure. The residue is distributed between water (50 ml) and dichloromethane (200 ml). The aqueous solution is extracted with dichlo... The reactants are C(C)(=O)OC1(OCC(O1)C)CC (methyl(2-ethyl-1,3-dioxolan-2-yl) acetate), C([O-])([O-])=O.[K+].[K+] (potassium carbonate), O1CCCC1 (tetrahydrofuran). The solvent is O (water). Reaction conditions: time 50 minute. Product: C(C)C1(OCCO1)CO ((2-ethyl-1,3-dioxolan-2-yl)methanol). Isolated yield 71.5%. As a reaction SMILES: C(O[C:5]1([CH2:11][CH3:12])[O:9][CH:8](C)[CH2:7][O:6]1)(=O)C.[C:13](=O)([O-])[O-:14].[K+].[K+].O1CCCC1>O>[CH2:11]([C:5]1([CH2:13][OH:14])[O:6][CH2:7][CH2:8][O:9]1)[CH3:12] |f:1.2.3|. Procedure details: A mixture of methyl(2-ethyl-1,3-dioxolan-2-yl) acetate (1.39 g, 7.94 mmol), potassium carbonate (2.19 g, 15.9 mmol), tetrahydrofuran (20 ml) and water (10 ml) was stirred at room temperature for 6 hours and 50 minutes. The reaction mixture was concentrated under reduced pressure, ethyl acetate was added to the residue, which was subjected to NH silica gel pad filtration. The filtrate was concentrated under reduced pressure to obtain the title compound (0.75 g, 71.5%) as colorless oil. Starting materials: COS(=O)(=O)OC, C=CCCC(C)(C)O, [H-], [Na+], C1CCOC1. Yields the product C=CCCC(C)(C)OC. RXN SMILES: [CH3:11][O:12][S:13]([O:14][CH3:15])(=[O:16])=[O:17].[CH3:3][C:4]([CH3:5])([CH2:6][CH2:7][CH:8]=[CH2:9])[OH:10].[H-:1].[Na+:2].[O:18]1[CH2:19][CH2:20][CH2:21][CH2:22]1>>[CH3:3][C:4]([CH3:5])([CH2:6][CH2:7][CH:8]=[CH2:9])[O:10][CH3:11].